This data is from the Open Reaction Database (ORD), a public repository of structured organic reaction records. The task is: describe an organic reaction: reactants, conditions, products, and yield Starting materials: IC1=CC=C(C(C=O)=C1)O (5-iodosalicylaldehyde), CC1(OC(=O)CC(=O)O1)C (Meldrum's acid). Solvent: O (H2O). Reaction conditions: temperature 75 celsius, time 2 hour. Product: IC=1C=C2C=C(C(OC2=CC1)=O)C(=O)O (6-iodo-3-carboxy-coumarin). The yield is 68.7%. RXN SMILES: [I:1][C:2]1[CH:9]=[C:6]([CH:7]=O)[C:5]([OH:10])=[CH:4][CH:3]=1.CC1(C)O[C:17](=[O:18])[CH2:16][C:14](=[O:15])[O:13]1>O>[I:1][C:2]1[CH:9]=[C:6]2[C:5](=[CH:4][CH:3]=1)[O:10][C:17](=[O:18])[C:16]([C:14]([OH:15])=[O:13])=[CH:7]2. Procedure: 5-iodosalicylaldehyde (344.2 mg, 1.39 mmol) and Meldrum's acid (200 mg, 1.39 mmol) were combined in H2O (2 mL). The solution was stirred at 75° C. for 2 h. After cooling to room temperature, the precipitate was filtered and dried at suction to give 302.0 mg of 6-iodo-3-carboxy-coumarin in 69% yield. The reactants are resultant mixture, CN1C(N(C(C=C1NCCN(CCO)CCCC1=CC=C(C=C1)[N+](=O)[O-])=O)C)=O (1,3-dimethyl-6-{2-[N-(2-hydroxyethyl)-3-(4-nitrophenyl)propylamino]ethylamino}-2,4(1H,3H)-pyrimidinedione), CN1C(N(C(C=C1NCCN(CCO)CCCC1=CC=C(C=C1)[N+](=O)[O-])=O)C)=O (1,3-dimethyl-6-{2-[N-(2-hydroxyethyl)-3-(4-nitrophenyl)propylamino]ethylamino}-2,4(1H,3H)-pyrimidinedione), C(C)(=O)OC(C)=O (acetic anhydride), O (water). Run in N1=CC=CC=C1 (pyridine). Run at time 1 hour. Yields the product CN1C(N(C(C=C1NCCN(CCOC(C)=O)CCCC1=CC=C(C=C1)[N+](=O)[O-])=O)C)=O (1,3-dimethyl-6-{2-[N-(2-acetoxyethyl)-3-(4-nitrophenyl)propylamino]ethylamino}-2,4(1H,3H)-pyrimidinedione). Isolated yield 93.4%. Reaction SMILES: [CH3:1][N:2]1[C:7]([NH:8][CH2:9][CH2:10][N:11]([CH2:15][CH2:16][CH2:17][C:18]2[CH:23]=[CH:22][C:21]([N+:24]([O-:26])=[O:25])=[CH:20][CH:19]=2)[CH2:12][CH2:13][OH:14])=[CH:6][C:5](=[O:27])[N:4]([CH3:28])[C:3]1=[O:29].[C:30](OC(=O)C)(=[O:32])[CH3:31].O>N1C=CC=CC=1>[CH3:1][N:2]1[C:7]([NH:8][CH2:9][CH2:10][N:11]([CH2:15][CH2:16][CH2:17][C:18]2[CH:19]=[CH:20][C:21]([N+:24]([O-:26])=[O:25])=[CH:22][CH:23]=2)[CH2:12][CH2:13][O:14][C:30](=[O:32])[CH3:31])=[CH:6][C:5](=[O:27])[N:4]([CH3:28])[C:3]1=[O:29]. Procedure: 1.6 g of 1,3-dimethyl-6-{2-[N-(2-hydroxyethyl)-3-(4-nitrophenyl)propylamino]ethylamino}-2,4(1H,3H)-pyrimidinedione (Compound d) and 0.8 g of acetic anhydride were dissolved in 5 ml of pyridine. The resultant mixture was stirred at room temperature for 24 hours and then at 60° C. for 1 hour. The reaction mixture was poured into water and extracted with chloroform. The extract was washed with water and then concentrated. The residue was purified by chromatography on a silica gel column (eluent: ch...